From a dataset of the Open Reaction Database (ORD), a public repository of structured organic reaction records. describe an organic reaction: reactants, conditions, products, and yield Yields the product C(C)OC(C(CC1=C(C=C(C=C1)OC(C1=C(N=C(S1)C1=CC=C(C=C1)C(F)(F)F)C)C1CC1)C)OCC)=O (3-(4-{cyclopropyl-[4-methyl-2-(4-trifluoromethyl-phenyl)-thiazol-5-yl]-methoxy}-2-methyl-phenyl)-2-ethoxy-propionic acid ethyl ester). The reactants are C1(CC1)C(O)C1=C(N=C(S1)C1=CC=C(C=C1)C(F)(F)F)C ([rac]-cyclopropyl-[4-methyl-2-(4-trifluoromethyl-phenyl)-thiazol-5-yl]-methanol), C(CCC)P(CCCC)CCCC (tributylphosphine), CN(C(=O)N=NC(=O)N(C)C)C (N,N,N′,N′-tetramethyl azodicarboxamide), C(C)OC(C(CC1=C(C=C(C=C1)O)C)OCC)=O ([rac]-2-ethoxy-3-(4-hydroxy-2-methyl-phenyl)-propionic acid ethyl ester). Procedure: In analogy to the procedure described in example 10 c], [rac]-2-ethoxy-3-(4-hydroxy-2-methyl-phenyl)-propionic acid ethyl ester (example 10 b]) was reacted with [rac]-cyclopropyl-[4-methyl-2-(4-trifluoromethyl-phenyl)-thiazol-5-yl]-methanol in the presence of tributylphosphine and N,N,N′,N′-tetramethyl azodicarboxamide to yield 3-(4-{cyclopropyl-[4-methyl-2-(4-trifluoromethyl-phenyl)-thiazol-5-yl]-methoxy}-2-methyl-phenyl)-2-ethoxy-propionic acid ethyl ester as a mixture of two diastereomeric ra... RXN SMILES: [CH2:1]([O:3][C:4](=[O:18])[CH:5]([O:15][CH2:16][CH3:17])[CH2:6][C:7]1[CH:12]=[CH:11][C:10]([OH:13])=[CH:9][C:8]=1[CH3:14])[CH3:2].[CH:19]1([CH:22]([C:24]2[S:28][C:27]([C:29]3[CH:34]=[CH:33][C:32]([C:35]([F:38])([F:37])[F:36])=[CH:31][CH:30]=3)=[N:26][C:25]=2[CH3:39])O)[CH2:21][CH2:20]1.C(P(CCCC)CCCC)CCC.CN(C)C(N=NC(N(C)C)=O)=O>>[CH2:1]([O:3][C:4](=[O:18])[CH:5]([O:15][CH2:16][CH3:17])[CH2:6][C:7]1[CH:12]=[CH:11][C:10]([O:13][CH:22]([CH:19]2[CH2:20][CH2:21]2)[C:24]2[S:28][C:27]([C:29]3[CH:30]=[CH:31][C:32]([C:35]([F:37])([F:38])[F:36])=[CH:33][CH:34]=3)=[N:26][C:25]=2[CH3:39])=[CH:9][C:8]=1[CH3:14])[CH3:2]. Reactants: ClCCl, CN(C)C=O, Cc1cc(C(CC2CCCC2)C(=O)Nc2cnc(C#CC(C)(C)O)cn2)ccc1S(C)(=O)=O, O=C(Cl)C(=O)Cl, C=Cc1cnc(N)cn1, c1ccncc1. Yields the product C=Cc1cnc(NC(=O)C(CC2CCCC2)c2ccc(S(C)(=O)=O)c(C)c2)cn1. As a reaction SMILES: [CH2:55]([Cl:56])[Cl:57].[CH3:58][N:59]([CH3:60])[CH:61]=[O:62].[CH:1]1([CH2:6][CH:7]([C:8](=[O:9])[NH:10][c:11]2[n:12][cH:13][c:14]([C:17]#[C:18][C:19]([OH:20])([CH3:21])[CH3:22])[n:15][cH:16]2)[c:23]2[cH:24][c:25]([CH3:33])[c:26]([S:29](=[O:30])(=[O:31])[CH3:32])[cH:27][cH:28]2)[CH2:2][CH2:3][CH2:4][CH2:5]1.[Cl:34][C:35]([C:36]([Cl:37])=[O:38])=[O:39].[NH2:40][c:41]1[cH:42][n:43][c:44]([CH:45]=[CH2:46])[cH:47][n:48]1.[cH:49]1[cH:50][cH:51][n:52][cH:53][cH:54]1>>[CH:1]1([CH2:6][CH:7]([C:8](=[O:9])[NH:10][c:11]2[n:12][cH:13][c:14]([CH:17]=[CH2:18])[n:15][cH:16]2)[c:23]2[cH:24][c:25]([CH3:33])[c:26]([S:29](=[O:30])(=[O:31])[CH3:32])[cH:27][cH:28]2)[CH2:2][CH2:3][CH2:4][CH2:5]1. The reactants are CCO, Cl, [Na+], CCOC(=O)c1ncn2c1C1CCN1C(=O)c1c-2cccc1C(F)(F)F, [OH-], O. The product is O=C(O)c1ncn2c1C1CCN1C(=O)c1c-2cccc1C(F)(F)F. As a reaction SMILES: [CH3:29][CH2:30][OH:31].[ClH:32].[Na+:28].[O:1]=[C:2]1[N:3]2[CH:4]([c:5]3[n:6]([cH:17][n:18][c:19]3[C:20](=[O:21])[O:22][CH2:23][CH3:24])-[c:7]3[c:8]1[c:9]([C:13]([F:14])([F:15])[F:16])[cH:10][cH:11][cH:12]3)[CH2:25][CH2:26]2.[OH-:27].[OH2:33]>>[O:1]=[C:2]1[N:3]2[CH:4]([c:5]3[n:6]([cH:17][n:18][c:19]3[C:20](=[O:21])[OH:22])-[c:7]3[c:8]1[c:9]([C:13]([F:14])([F:15])[F:16])[cH:10][cH:11][cH:12]3)[CH2:25][CH2:26]2. The reactants are [O-][Cl+2]([O-])[O-], Cl, Cl, O=[N+]([O-])N(c1ccccc1)[N+](=O)[O-], Nc1ccc([N+](=O)[O-])cc1[N+](=O)[O-], [Na+], [O-][Cl+2]([O-])[O-], O. Yields the product Nc1c(Cl)cc([N+](=O)[O-])cc1[N+](=O)[O-]. Reaction SMILES: [Cl+2:15]([O-:16])([O-:17])[O-:18].[Cl:37].[ClH:14].[N+:20]([N:21]([N+:22]([O-:23])=[O:24])[c:25]1[cH:26][cH:27][cH:28][cH:29][cH:30]1)([O-:31])=[O:32].[NH2:1][c:2]1[cH:3][cH:4][c:5]([N+:11]([O-:12])=[O:13])[cH:6][c:7]1[N+:8]([O-:9])=[O:10].[Na+:19].[O-:33][Cl+2:34]([O-:35])[O-:36].[OH2:38]>>[NH2:1][c:2]1[c:3]([Cl:15])[cH:4][c:5]([N+:11]([O-:12])=[O:13])[cH:6][c:7]1[N+:8]([O-:9])=[O:10].